describe an organic reaction: reactants, conditions, products, and yield From a dataset of the Open Reaction Database (ORD), a public repository of structured organic reaction records. Reactants: ClC1=NC(=C(C(=N1)NC1CCCCC1)C)C (2-chloro-N-cyclohexyl-5,6-dimethylpyrimidin-4-amine), N1=C(C=CC=C1)CN ((pyridin-2-ylmethyl)amine), solution, Cl (hydrogen chloride). The solvent is C(C)#N (acetonitrile), O1CCOCC1 (dioxane). The product is Cl.C1(CCCCC1)NC1=NC(=NC(=C1C)C)NCC1=NC=CC=C1 (N4-cyclohexyl-5,6-dimethyl-N2-(pyridin-2-ylmethyl)pyrimidine-2,4-diamine hydrochloride). Isolated yield 50.3%. Reaction SMILES: [Cl:1][C:2]1[N:7]=[C:6]([NH:8][CH:9]2[CH2:14][CH2:13][CH2:12][CH2:11][CH2:10]2)[C:5]([CH3:15])=[C:4]([CH3:16])[N:3]=1.[N:17]1[CH:22]=[CH:21][CH:20]=[CH:19][C:18]=1[CH2:23][NH2:24].Cl>C(#N)C.O1CCOCC1>[ClH:1].[CH:9]1([NH:8][C:6]2[C:5]([CH3:15])=[C:4]([CH3:16])[N:3]=[C:2]([NH:24][CH2:23][C:18]3[CH:19]=[CH:20][CH:21]=[CH:22][N:17]=3)[N:7]=2)[CH2:14][CH2:13][CH2:12][CH2:11][CH2:10]1 |f:5.6|. Procedure details: To a stirred solution of 2-chloro-N-cyclohexyl-5,6-dimethylpyrimidin-4-amine (0.1 g, 0.40 mmol) and (pyridin-2-ylmethyl)amine (0.04 g, 0.400 mmol) in acetonitrile (5 mL) was added a 3.5 M solution of hydrogen chloride in dioxane (0.2 mL). The resulting mixture was irradiated in CEM Focused Microwave™ Synthesis System at 160° C. for 120 minutes. The resulting mixture was cooled to ambient temperature. The formed precipitate was collected by filtration and dried to yield 0.07 g (48.2%) of the titl... Starting materials: C(C#C)O (propargyl alcohol), BrCCCCC1=CC=CC=C1 ((4-bromobutyl)benzene), [OH-].[Na+] (NaOH). The reagents and catalysts are S([O-])(O)(=O)=O.C(CCC)[N+](CCCC)(CCCC)CCCC (tetrabutylammonium bisulphate). Solvent: O (H2O). Reaction conditions: time 3 day. Yields the product C(C#C)OCCCCC1=CC=CC=C1 ([4-(2-Propynyloxy)butyl]benzene). Yield: 54.5%. RXN SMILES: [CH2:1]([OH:4])[C:2]#[CH:3].Br[CH2:6][CH2:7][CH2:8][CH2:9][C:10]1[CH:15]=[CH:14][CH:13]=[CH:12][CH:11]=1.[OH-].[Na+]>S(=O)(=O)(O)[O-].C([N+](CCCC)(CCCC)CCCC)CCC.O>[CH2:1]([O:4][CH2:6][CH2:7][CH2:8][CH2:9][C:10]1[CH:15]=[CH:14][CH:13]=[CH:12][CH:11]=1)[C:2]#[CH:3] |f:2.3,4.5|. Procedure: A mixture of propargyl alcohol (10.0 g), (4-bromobutyl)benzene (38.0 g), aqueous NaOH (80 ml, 50% w/v), and tetrabutylammonium bisulphate (1.0 g) was stirred vigorously for 3 days, treated with H2O (100 ml) and extracted with ER (2×200 ml). The dried extract was evaporated and the residue was purified on a column of silica (Merck 9385; 500 ml) [H] to give the title compound as a colourless oil (18.3 g). T.l.c. [A] Rf 0.2.